This data is from the Open Reaction Database (ORD), a public repository of structured organic reaction records. The task is: describe an organic reaction: reactants, conditions, products, and yield Reactants: C(C)(=O)OCC (ethyl acetate), COC(C1=C(C=CC=C1I)CBr)=O (2-bromomethyl-6-iodo-benzoic acid methyl ester), CC(CCC1=CC=CC=C1)N (1-methyl 3-phenyl-propylamine), C(=O)([O-])[O-].[K+].[K+] (K2CO3). Solvent: C1(=CC=CC=C1)C (toluene), CCCCCC (hexane). Conditions: temperature 100 celsius, time 2 hour. Product: IC=1C=CC=C2CN(C(C12)=O)C(CCC1=CC=CC=C1)C (7-iodo-2-(1-methyl-3-phenyl-propyl)-2,3-dihydro-isoindol-1-one). Yield: 83.5%. RXN SMILES: CO[C:3](=[O:13])[C:4]1[C:9]([I:10])=[CH:8][CH:7]=[CH:6][C:5]=1[CH2:11]Br.[CH3:14][CH:15]([NH2:24])[CH2:16][CH2:17][C:18]1[CH:23]=[CH:22][CH:21]=[CH:20][CH:19]=1.C([O-])([O-])=O.[K+].[K+].C(OCC)(=O)C>C1(C)C=CC=CC=1.CCCCCC>[I:10][C:9]1[CH:8]=[CH:7][CH:6]=[C:5]2[C:4]=1[C:3](=[O:13])[N:24]([CH:15]([CH3:14])[CH2:16][CH2:17][C:18]1[CH:23]=[CH:22][CH:21]=[CH:20][CH:19]=1)[CH2:11]2 |f:2.3.4|. Procedure details: A mixture of 2-bromomethyl-6-iodo-benzoic acid methyl ester (0.107 g, 0.3 mmol), 1-methyl 3-phenyl-propylamine (0.065 g, 0.4 mmol), and K2CO3 (0.083 g, 0.6 mmol) in toluene (5 mL) was heated with stirring at 100° C. for 2 h. Workup and silica gel column chromatography using 30% ethyl acetate in hexane afforded 7-iodo-2-(1-methyl-3-phenyl-propyl)-2,3-dihydro-isoindol-1-one (0.098 g, 84%). 1H NMR (300 MHz, CDCl3): δ (ppm) 1.32 (d, 3H), 1.94 (m, 2H), 2.54-2.78 (m, 2H), 4.21 (dd, 2H), 4.64 (q, 1H), ... Starting materials: NC=1NC(C2=C(N1)C=CC(=N2)C2=CC(=C(C=C2)OC)OC)=O (2-amino-6-(3,4-dimethoxyphenyl)-pyrido[3,2-d]pyrimidin-4(3H)-one), C(C)(=O)O (acetic acid). The solvent is C(C)(=O)OC(C)=O (acetic anhydride). Product: C(C)(=O)NC=1NC(C2=C(N1)C=CC(=N2)C2=CC(=C(C=C2)OC)OC)=O (2-acetamido-6-(3,4-dimethoxyphenyl)pyrido[3,2-d]pyrimidin-4(3H)-one). Isolated yield 77.0%. As a reaction SMILES: [NH2:1][C:2]1[NH:3][C:4](=[O:22])[C:5]2[N:11]=[C:10]([C:12]3[CH:17]=[CH:16][C:15]([O:18][CH3:19])=[C:14]([O:20][CH3:21])[CH:13]=3)[CH:9]=[CH:8][C:6]=2[N:7]=1.[C:23](O)(=[O:25])[CH3:24]>C(OC(=O)C)(=O)C>[C:23]([NH:1][C:2]1[NH:3][C:4](=[O:22])[C:5]2[N:11]=[C:10]([C:12]3[CH:17]=[CH:16][C:15]([O:18][CH3:19])=[C:14]([O:20][CH3:21])[CH:13]=3)[CH:9]=[CH:8][C:6]=2[N:7]=1)(=[O:25])[CH3:24]. Procedure: 2-amino-6-(3,4-dimethoxyphenyl)-pyrido[3,2-d]pyrimidin-4(3H)-one (2.0 g, 6.70 mmol) was suspended in acetic anhydride (180 ml) and acetic acid (20 ml) and the mixture was refluxed for 16 hours. The hot suspension was filtered and the filtrate was concentrated under reduced pressure until crystallization started. The precipitate was filtered off to give the pure title compound (1.76 g, yield 77%) which was characterized by its mass spectrum as follows: MS (m/z): 341 ([M+H]+, 100). Reactants: C(C1=CC=CC=C1)N1N=C(C2=CC=CC=C12)Br (1-benzyl-3-bromo-1H-indazole), C=O (paraformaldehyde), OP(=O)(O)O (H3PO4), C=O (formaldehyde), C(C)(C)[Mg]Cl (i-PrMgCl). Solvent: C1CCOC1 (THF), C=1(C(=CC=CC1)C)C (xylene), C1CCOC1 (THF). Conditions: temperature -10 celsius. The product is C(C1=CC=CC=C1)N1N=C(C2=CC=CC=C12)CO (1-benzyl-3-hydroxymethyl-1H-indazole). The yield is 34.0%. As a reaction SMILES: C([Mg]Cl)(C)C.[CH2:6]([N:13]1[C:21]2[C:16](=[CH:17][CH:18]=[CH:19][CH:20]=2)[C:15](Br)=[N:14]1)[C:7]1[CH:12]=[CH:11][CH:10]=[CH:9][CH:8]=1.[CH2:23]=[O:24].OP(O)(O)=O>C1COCC1.C1(C)C(C)=CC=CC=1>[CH2:6]([N:13]1[C:21]2[C:16](=[CH:17][CH:18]=[CH:19][CH:20]=2)[C:15]([CH2:23][OH:24])=[N:14]1)[C:7]1[CH:12]=[CH:11][CH:10]=[CH:9][CH:8]=1. Reported procedure: A solution of 2M i-PrMgCl in THF (69 mL, 138 mmol, 4.0 eq.) was added to a suitably thoroughly dried flask maintained under a nitrogen atmosphere. The solution was cooled to approximately −10° C. A solution of 1-benzyl-3-bromo-1H-indazole (10 g, 34.8 mmol, 1.0 eq.) in anhydrous THF (40 mL) was added over approximately one hour keeping the temperature constant. The reaction mixture was kept stirred for at least 6 hours, and a yellow suspension was obtained. Gaseous formaldehyde (generated by heat... Reaction conditions: time 1 hour. As a reaction SMILES: [F:1][C:2]1[CH:3]=[C:4]([CH2:9][CH2:10][CH2:11][N:12]=[C:13]=[S:14])[CH:5]=[C:6]([F:8])[CH:7]=1.[N-:15]=[N+:16]=[N-:17].[Na+]>CN(C)C=O.O>[F:1][C:2]1[CH:3]=[C:4]([CH2:9][CH2:10][CH2:11][N:12]2[C:13]([SH:14])=[N:17][N:16]=[N:15]2)[CH:5]=[C:6]([F:8])[CH:7]=1 |f:1.2|. Starting materials: [N-]=[N+]=[N-].[Na+] (sodium azide), FC=1C=C(C=C(C1)F)CCCN=C=S (3-(3,5-difluorophenyl)propyl isothiocyanate). Reported procedure: To a solution of 3-(3,5-difluorophenyl)propyl isothiocyanate (0.0177 mol) in dimethylformamide (35 ml) was added water (12 ml), followed by sodium azide (0.0361 mol). The reaction was stirred one hour, then it was diluted with water and washed with ethyl acetate. The aqueous phase was acidified with 3N aqueous hydrogen chloride, extracted into ethyl acetate, washed with water, dried over sodium sulfate and was concentrated. The residue was dissolved in ethyl ether and dicyclohexylamine (1.9 ml) ... Yield: 26.5%. Run in O (water), CN(C=O)C (dimethylformamide), O (water). Yields the product FC=1C=C(C=C(C1)F)CCCN1N=NN=C1S (1-(3-(3,5-Difluorophenyl)propyl)-5-mercaptotetrazole). Starting materials: O=C([O-])[O-], CN(C)C=O, Oc1ccc(Oc2ccc(C(F)(F)F)cc2)cc1Cl, CCOC(=O)NCCCl, [K+], [K+]. Product: CCOC(=O)NCCOc1ccc(Oc2ccc(C(F)(F)F)cc2)cc1Cl. RXN SMILES: [C:29](=[O:30])([O-:31])[O-:32].[CH3:35][N:36]([CH3:37])[CH:38]=[O:39].[Cl:1][c:2]1[c:3]([OH:19])[cH:4][cH:5][c:6]([O:8][c:9]2[cH:10][cH:11][c:12]([C:15]([F:16])([F:17])[F:18])[cH:13][cH:14]2)[cH:7]1.[Cl:20][CH2:21][CH2:22][NH:23][C:24]([O:25][CH2:26][CH3:27])=[O:28].[K+:33].[K+:34]>>[Cl:1][c:2]1[c:3]([O:19][CH2:21][CH2:22][NH:23][C:24]([O:25][CH2:26][CH3:27])=[O:28])[cH:4][cH:5][c:6]([O:8][c:9]2[cH:10][cH:11][c:12]([C:15]([F:16])([F:17])[F:18])[cH:13][cH:14]2)[cH:7]1.